Dataset: the Open Reaction Database (ORD), a public repository of structured organic reaction records. Task: describe an organic reaction: reactants, conditions, products, and yield The reactants are CNP1(=S)OCC(C)(C)CO1, CNC(=O)ON=C(C)SC, O=S(Cl)Cl, c1ccncc1. Product: CSC(C)=NOC(=O)NCS(=O)N(C)P1(=S)OCC(C)(C)CO1. RXN SMILES: [CH3:15][C:16]1([CH3:25])[CH2:17][O:18][P:19](=[S:22])([NH:23][CH3:24])[O:20][CH2:21]1.[CH3:1][NH:2][C:3](=[O:4])[O:5][N:6]=[C:7]([CH3:8])[S:9][CH3:10].[S:11](=[O:12])([Cl:13])[Cl:14].[cH:26]1[cH:27][cH:28][n:29][cH:30][cH:31]1>>[CH2:1]([NH:2][C:3](=[O:4])[O:5][N:6]=[C:7]([CH3:8])[S:9][CH3:10])[S:11](=[O:12])[N:23]([P:19]1(=[S:22])[O:18][CH2:17][C:16]([CH3:15])([CH3:25])[CH2:21][O:20]1)[CH3:24]. Reactants: C(C#C)OCC1=CC=C(CO)C=C1 (4-[(2-propynyloxy)methyl]benzyl alcohol), C1(CC1)C(=O)Cl (cyclopropane carboxylic acid chloride). Yields the product C(C#C)OCC1=CC=C(COC(=O)C2CC2)C=C1 (cyclopropane carboxylic acid p-[(2-propynyloxy)methyl]benzyl ester). RXN SMILES: [CH2:1]([O:4][CH2:5][C:6]1[CH:13]=[CH:12][C:9]([CH2:10][OH:11])=[CH:8][CH:7]=1)[C:2]#[CH:3].[CH:14]1([C:17](Cl)=[O:18])[CH2:16][CH2:15]1>>[CH2:1]([O:4][CH2:5][C:6]1[CH:7]=[CH:8][C:9]([CH2:10][O:11][C:17]([CH:14]2[CH2:16][CH2:15]2)=[O:18])=[CH:12][CH:13]=1)[C:2]#[CH:3]. Procedure: In an analogous manner to that described in Example 1, from 4-(hydroxymethyl)benzyl alcohol and propargyl bromide there is obtained 4-[(2-propynyloxy)methyl]benzyl alcohol. This alcohol is reacted in an analogous manner to that described in Example 2 with cyclopropane carboxylic acid chloride to give cyclopropane carboxylic acid p-[(2-propynyloxy)methyl]benzyl ester. The reactants are N1=CC=C(C=C1)C(=O)N1CC2=CC=CC=C2CC1 (2-[(4-pyridyl)-carbonyl]-1,2,3,4-tetrahydroisoquinoline), COC=1C=C(CCl)C=CC1OC (3,4-dimethoxybenzyl chloride). Run in C(C)(=O)OCC (ethyl acetate). The product is [Cl-].COC=1C=C(C=CC1OC)C[N+]1=CC=C(C=C1)C(=O)N1CC2=CC=CC=C2CC1 (1-[(3,4-Dimethoxyphenyl)methyl]-4-[(1,2,3,4-tetrahydro-2-isoquinolyl)carbonyl]pyridinium chloride). RXN SMILES: [N:1]1[CH:6]=[CH:5][C:4]([C:7]([N:9]2[CH2:18][CH2:17][C:16]3[C:11](=[CH:12][CH:13]=[CH:14][CH:15]=3)[CH2:10]2)=[O:8])=[CH:3][CH:2]=1.[CH3:19][O:20][C:21]1[CH:22]=[C:23]([CH:26]=[CH:27][C:28]=1[O:29][CH3:30])[CH2:24][Cl:25]>C(OCC)(=O)C>[Cl-:25].[CH3:19][O:20][C:21]1[CH:22]=[C:23]([CH2:24][N+:1]2[CH:2]=[CH:3][C:4]([C:7]([N:9]3[CH2:18][CH2:17][C:16]4[C:11](=[CH:12][CH:13]=[CH:14][CH:15]=4)[CH2:10]3)=[O:8])=[CH:5][CH:6]=2)[CH:26]=[CH:27][C:28]=1[O:29][CH3:30] |f:3.4|. Procedure details: A mixture of 4.76 g (20 mmol) of 2-[(4-pyridyl)-carbonyl]-1,2,3,4-tetrahydroisoquinoline, 4.5 g (24 mmol) of 3,4-dimethoxybenzyl chloride and 200 ml of ethyl acetate is heated under reflux for 20 h. The mixture obtained is allowed to cool, and the precipitate is separated off by filtration and washed with ether. 6.6 g of salt are collected, this being used without further purification in the following stage. Starting materials: CCC(CC)(c1ccc(C#CC2(O)CCCCCC2)c(C)c1)c1ccc(B2OC(C)(C)C(C)(C)O2)c(C)c1, C[Si](C)(C)OS(=O)(=O)C(F)(F)F, [Cl-], ClCCl, [NH4+], c1ccncc1. Yields the product CCC(CC)(c1ccc(C#CC2(O[Si](C)(C)C)CCCCCC2)c(C)c1)c1ccc(B2OC(C)(C)C(C)(C)O2)c(C)c1. As a reaction SMILES: [CH2:13]([CH3:14])[C:15]([CH2:16][CH3:17])([c:18]1[cH:19][c:20]([CH3:33])[c:21]([B:24]2[O:25][C:26]([CH3:31])([CH3:32])[C:27]([CH3:29])([CH3:30])[O:28]2)[cH:22][cH:23]1)[c:34]1[cH:35][c:36]([CH3:50])[c:37]([C:40]#[C:41][C:42]2([OH:49])[CH2:43][CH2:44][CH2:45][CH2:46][CH2:47][CH2:48]2)[cH:38][cH:39]1.[CH3:1][Si:2]([CH3:3])([CH3:4])[O:5][S:6]([C:7]([F:8])([F:9])[F:10])(=[O:11])=[O:12].[Cl-:57].[Cl:59][CH2:60][Cl:61].[NH4+:58].[cH:51]1[cH:52][cH:53][n:54][cH:55][cH:56]1>>[CH3:1][Si:2]([CH3:3])([CH3:4])[O:5][C:42]1([C:41]#[C:40][c:37]2[c:36]([CH3:50])[cH:35][c:34]([C:15]([CH2:13][CH3:14])([CH2:16][CH3:17])[c:18]3[cH:19][c:20]([CH3:33])[c:21]([B:24]4[O:25][C:26]([CH3:31])([CH3:32])[C:27]([CH3:29])([CH3:30])[O:28]4)[cH:22][cH:23]3)[cH:39][cH:38]2)[CH2:43][CH2:44][CH2:45][CH2:46][CH2:47][CH2:48]1. Reactants: C(C1=CC=CC=C1)OC1=C(N(C(=CC1=O)CNS(=O)(=O)C1=CC(=CC=C1)Cl)C)C(=O)O (3-Benzyloxy-6-[(3-chloro-benzenesulfonylamino)-methyl]-1-methyl-4-oxo-1,4-dihydro-pyridine-2-carboxylic acid), C(C)(C)NC(=O)C=1N(C(=CC(C1OCC1=CC=CC=C1)=O)CNS(=O)(=O)C1=CC=CC=C1)C (6-(benzenesulfonylamino-methyl)-3-benzyloxy-1-methyl-4-oxo-1,4-dihydro-pyridine-2-carboxylic acid isopropyl amide). The product is C(C)(C)NC(=O)C=1N(C(=CC(C1OCC1=CC=CC=C1)=O)CNS(=O)(=O)C1=CC(=CC=C1)Cl)C (3-Benzyloxy-6-[(3-chloro-benzenesulfonylamino)-methyl]-1-methyl-4-oxo-1,4-dihydro-pyridine-2-carboxylic acid isopropylamide). Yield: 55.5%. Reaction SMILES: [CH2:1]([O:8][C:9]1[C:14](=[O:15])[CH:13]=[C:12]([CH2:16][NH:17][S:18]([C:21]2[CH:26]=[CH:25][CH:24]=[C:23]([Cl:27])[CH:22]=2)(=[O:20])=[O:19])[N:11]([CH3:28])[C:10]=1[C:29]([OH:31])=O)[C:2]1[CH:7]=[CH:6][CH:5]=[CH:4][CH:3]=1.[CH:32]([NH:35]C(C1N(C)C(CNS(C2C=CC=CC=2)(=O)=O)=CC(=O)C=1OCC1C=CC=CC=1)=O)([CH3:34])[CH3:33]>>[CH:32]([NH:35][C:29]([C:10]1[N:11]([CH3:28])[C:12]([CH2:16][NH:17][S:18]([C:21]2[CH:26]=[CH:25][CH:24]=[C:23]([Cl:27])[CH:22]=2)(=[O:20])=[O:19])=[CH:13][C:14](=[O:15])[C:9]=1[O:8][CH2:1][C:2]1[CH:3]=[CH:4][CH:5]=[CH:6][CH:7]=1)=[O:31])([CH3:34])[CH3:33]. Reported procedure: 3-Benzyloxy-6-[(3-chloro-benzenesulfonylamino)-methyl]-1-methyl-4-oxo-1,4-dihydro-pyridine-2-carboxylic acid isopropylamide (17-05) (363.0 mg, 55.46%) was synthesized as a gummy liquid from 3-benzyloxy-6-[(3-chloro-benzenesulfonylamino)-methyl]-1-methyl-4-oxo-1,4-dihydro-pyridine-2-carboxylic acid (13-05) (600.0 mg, 1.29 mmol) following the procedure described for 6-(benzenesulfonylamino-methyl)-3-benzyloxy-1-methyl-4-oxo-1,4-dihydro-pyridine-2-carboxylic acid isopropylamide (17-01).